From a dataset of the Open Reaction Database (ORD), a public repository of structured organic reaction records. describe an organic reaction: reactants, conditions, products, and yield Starting materials: O=C(CBr)c1cc(Cl)cc(Cl)c1, CO, C[S-], [Na+]. The product is CSCC(=O)c1cc(Cl)cc(Cl)c1. Reaction SMILES: [Br:4][CH2:5][C:6](=[O:7])[c:8]1[cH:9][c:10]([Cl:15])[cH:11][c:12]([Cl:14])[cH:13]1.[CH3:16][OH:17].[CH3:1][S-:2].[Na+:3]>>[CH3:1][S:2][CH2:5][C:6](=[O:7])[c:8]1[cH:9][c:10]([Cl:15])[cH:11][c:12]([Cl:14])[cH:13]1. The reactants are BrCC(=O)C1=C(C=CC(=C1)Br)OC (2-bromo-1-(5-bromo-2-methoxyphenyl)ethanone), N1(C=NC=C1)C1=C(C=C(C=C1)NC(=S)N)OC ((4-imidazol-1-yl-3-methoxy-phenyl)-thiourea), ( 100/90 ). Product: BrC=1C=CC(=C(C1)C=1N=C(SC1)NC1=CC(=C(C=C1)N1C=NC=C1)OC)OC ([4-(5-Bromo-2-methoxy-phenyl)-thiazol-2-yl]-(4-imidazol-1-yl-3-methoxy-phenyl)-amine). Reaction SMILES: Br[CH2:2][C:3]([C:5]1[CH:10]=[C:9]([Br:11])[CH:8]=[CH:7][C:6]=1[O:12][CH3:13])=O.[N:14]1([C:19]2[CH:24]=[CH:23][C:22]([NH:25][C:26]([NH2:28])=[S:27])=[CH:21][C:20]=2[O:29][CH3:30])[CH:18]=[CH:17][N:16]=[CH:15]1>>[Br:11][C:9]1[CH:8]=[CH:7][C:6]([O:12][CH3:13])=[C:5]([C:3]2[N:28]=[C:26]([NH:25][C:22]3[CH:23]=[CH:24][C:19]([N:14]4[CH:18]=[CH:17][N:16]=[CH:15]4)=[C:20]([O:29][CH3:30])[CH:21]=3)[S:27][CH:2]=2)[CH:10]=1. Procedure: The title compound was prepared in analogy to example 1 step e) from 232 mg (0.75 mmol) 2-bromo-1-(5-bromo-2-methoxyphenyl)ethanone and 170 mg (0.68 mmol) (4-imidazol-1-yl-3-methoxy-phenyl)-thiourea yielding 130 mg (41%) [4-(5-bromo-2-methoxy-phenyl)-thiazol-2-yl]-(4-imidazol-1-yl-3-methoxy-phenyl)-amine as a light yellow solid. MS ISP (m/e): 457.1/459.3 (100/90) (M+H)+. Reactants: C1CCOC1, COC(=O)Cc1ccc(OP(=O)(OCc2ccccc2)OCc2ccccc2)cc1, CO, Cl, [Li+], [OH-]. The product is O=C(O)Cc1ccc(OP(=O)(OCc2ccccc2)OCc2ccccc2)cc1. As a reaction SMILES: [CH2:34]1[O:35][CH2:36][CH2:37][CH2:38]1.[CH2:3]([c:4]1[cH:5][cH:6][cH:7][cH:8][cH:9]1)[O:10][P:11](=[O:12])([O:13][CH2:14][c:15]1[cH:16][cH:17][cH:18][cH:19][cH:20]1)[O:21][c:22]1[cH:23][cH:24][c:25]([CH2:28][C:29](=[O:30])[O:31][CH3:32])[cH:26][cH:27]1.[CH3:39][OH:40].[ClH:33].[Li+:2].[OH-:1]>>[CH2:3]([c:4]1[cH:5][cH:6][cH:7][cH:8][cH:9]1)[O:10][P:11](=[O:12])([O:13][CH2:14][c:15]1[cH:16][cH:17][cH:18][cH:19][cH:20]1)[O:21][c:22]1[cH:23][cH:24][c:25]([CH2:28][C:29](=[O:30])[OH:31])[cH:26][cH:27]1. Starting materials: CC1(CC=2C(=C(SC2)C(=O)O)CC1)C (5,5-dimethyl-4,5,6,7-tetrahydro-benzo[c]thiophene-1-carboxylic acid), solution, C(C)O (ethanol). Solvent: C(CC(O)(C(=O)O)CC(=O)O)(=O)O (citric acid), C(C)OCC (diethyl ether), C1CCOC1 (THF), C[Li] (methyllithium), C(C)OCC (diethyl ether). Run at time 15 minute. Yields the product CC1(CC=2C(=C(SC2)C(C)=O)CC1)C (1-(5,5-dimethyl-4,5,6,7-tetrahydro-benzo[c]thiophen-1-yl)-ethanone). RXN SMILES: [CH3:1][C:2]1([CH3:14])[CH2:13][CH2:12][C:5]2=[C:6]([C:9]([OH:11])=O)[S:7][CH:8]=[C:4]2[CH2:3]1.[CH2:15](O)C>C(OCC)C.C1COCC1.C[Li].C(O)(=O)CC(CC(O)=O)(C(O)=O)O>[CH3:14][C:2]1([CH3:1])[CH2:13][CH2:12][C:5]2=[C:6]([C:9](=[O:11])[CH3:15])[S:7][CH:8]=[C:4]2[CH2:3]1. Procedure: To a solution of 5,5-dimethyl-4,5,6,7-tetrahydro-benzo[c]thiophene-1-carboxylic acid (1051 mg, 5.0 mmol) in diethyl ether (15 mL) and THF (8 mL), methyllithium (7 mL of a 1.6 M solution in diethyl ether) is added. The mixture is stirred at rt for 15 min before the reaction is queched with ethanol. The mixture is diluted with 10% aq. citric acid and extracted with TBME. The organic extract is washed three times with sat. aq. NaHCO3, dried over Na2SO4 and evaporated to give crude 1-(5,5-dimethyl-4...